describe an organic reaction: reactants, conditions, products, and yield From a dataset of the Open Reaction Database (ORD), a public repository of structured organic reaction records. The reagents and catalysts are SIMes. Run at temperature 90 celsius, time 12 hour. Starting materials: COc1ccc(C)cc1 (substrate), CN(C)c3ccc([Li])cc3 (effective_coupling_partner). Yields the product Cc2ccc(c1ccc(N(C)C)cc1)cc2. Reactants: CS(C)=O, CO, CCN(C(C)C)C(C)C, Cc1cc2nc(NC(=O)c3ccc(OC(F)(F)F)cc3)cc(Cl)n2n1, Cl, NC(=O)NC1CCNCC1, CN(C)C=O. Product: Cc1cc2nc(NC(=O)c3ccc(OC(F)(F)F)cc3)cc(N3CCC(NC(N)=O)CC3)n2n1. Reaction SMILES: [CH3:51][S:52]([CH3:53])=[O:54].[CH3:55][OH:56].[CH:37]([N:38]([CH2:39][CH3:40])[CH:41]([CH3:42])[CH3:43])([CH3:44])[CH3:45].[Cl:1][c:2]1[cH:3][c:4]([NH:12][C:13]([c:14]2[cH:15][cH:16][c:17]([O:20][C:21]([F:22])([F:23])[F:24])[cH:18][cH:19]2)=[O:25])[n:5][c:6]2[n:7]1[n:8][c:9]([CH3:11])[cH:10]2.[ClH:26].[NH:27]1[CH2:28][CH2:29][CH:30]([NH:33][C:34](=[O:35])[NH2:36])[CH2:31][CH2:32]1.[O:46]=[CH:47][N:48]([CH3:49])[CH3:50]>>[c:2]1([N:27]2[CH2:28][CH2:29][CH:30]([NH:33][C:34](=[O:35])[NH2:36])[CH2:31][CH2:32]2)[cH:3][c:4]([NH:12][C:13]([c:14]2[cH:15][cH:16][c:17]([O:20][C:21]([F:22])([F:23])[F:24])[cH:18][cH:19]2)=[O:25])[n:5][c:6]2[n:7]1[n:8][c:9]([CH3:11])[cH:10]2. Reactants: N#CC1(c2ccc(OCCCBr)cc2)CCCCC1, COC1CCNC1, CN1CCCC1=O, CCN(C(C)C)C(C)C, N#CC1(c2ccc(OCCCCl)cc2)CCCCC1. The product is COC1CCN(CCCOc2ccc(C3(C#N)CCCCC3)cc2)C1. As a reaction SMILES: [Br:1][CH2:2][CH2:3][CH2:4][O:5][c:6]1[cH:7][cH:8][c:9]([C:12]2([C:18]#[N:19])[CH2:13][CH2:14][CH2:15][CH2:16][CH2:17]2)[cH:10][cH:11]1.[CH3:48][O:49][CH:50]1[CH2:51][NH:52][CH2:53][CH2:54]1.[CH3:55][N:56]1[CH2:57][CH2:58][CH2:59][C:60]1=[O:61].[CH:39]([N:40]([CH2:41][CH3:42])[CH:43]([CH3:44])[CH3:45])([CH3:46])[CH3:47].[Cl:20][CH2:21][CH2:22][CH2:23][O:24][c:25]1[cH:26][cH:27][c:28]([C:29]2([C:30]#[N:31])[CH2:32][CH2:33][CH2:34][CH2:35][CH2:36]2)[cH:37][cH:38]1>>[CH2:2]([CH2:3][CH2:4][O:5][c:6]1[cH:7][cH:8][c:9]([C:12]2([C:18]#[N:19])[CH2:13][CH2:14][CH2:15][CH2:16][CH2:17]2)[cH:10][cH:11]1)[N:52]1[CH2:51][CH:50]([O:49][CH3:48])[CH2:54][CH2:53]1. Starting materials: Br.CN1C(N(C(C2=CC(=CC=C12)C)=O)C1CCNCC1)=O (1,2,3,4-tetrahydro-1,6-dimethyl-2,4-dioxo-3-(4-piperidinyl)quinazoline hydrobromide), Br.CN1C(N(C(C2=CC(=CC=C12)C)=O)C1CCNCC1)=O (1,2,3,4-tetrahydro-1,6-dimethyl-2,4-dioxo-3-(4-piperidinyl)quinazoline hydrobromide), ClC1=NC=NC2=C(C(=C(C=C12)OC)OC)OC (4-chloro-6,7,8-trimethoxyquinazoline). Yields the product CN1C(N(C(C2=CC(=CC=C12)C)=O)C1CCN(CC1)C1=NC=NC2=C(C(=C(C=C12)OC)OC)OC)=O (1,2,3,4-Tetrahydro-1,6-dimethyl-2,4-dioxo-3-[1-(6,7,8-trimethoxy-4-quinazolinyl)-4-piperidinyl]quinazoline). The yield is 25.0%. Reaction SMILES: Br.[CH3:2][N:3]1[C:12]2[C:7](=[CH:8][C:9]([CH3:13])=[CH:10][CH:11]=2)[C:6](=[O:14])[N:5]([CH:15]2[CH2:20][CH2:19][NH:18][CH2:17][CH2:16]2)[C:4]1=[O:21].Cl[C:23]1[C:32]2[C:27](=[C:28]([O:37][CH3:38])[C:29]([O:35][CH3:36])=[C:30]([O:33][CH3:34])[CH:31]=2)[N:26]=[CH:25][N:24]=1>>[CH3:2][N:3]1[C:12]2[C:7](=[CH:8][C:9]([CH3:13])=[CH:10][CH:11]=2)[C:6](=[O:14])[N:5]([CH:15]2[CH2:20][CH2:19][N:18]([C:23]3[C:32]4[C:27](=[C:28]([O:37][CH3:38])[C:29]([O:35][CH3:36])=[C:30]([O:33][CH3:34])[CH:31]=4)[N:26]=[CH:25][N:24]=3)[CH2:17][CH2:16]2)[C:4]1=[O:21] |f:0.1|. Procedure details: The procedure similar to that described in Example 57 was repeated, except that 1.06 g (3.0 mmol) of 1,2,3,4-tetrahydro-1,6-dimethyl-2,4-dioxo-3-(4-piperidinyl)quinazoline hydrobromide (Compound v) obtained in Example 41 was used and 4-chloro-6,7,8-trimethoxyquinazoline was used in place of 4-chloro-6,7-dimethoxyquinazoline. As a result, 365.1 mg (yield: 25%) of Compound 86 was obtained as white crystals. The reactants are [H-].[Na+] (sodium hydride), FC(C=1C=C(C=CC1)C1=CCN2C(NC(C=3C=NN1C32)=O)=O)(F)F (8-(3-(Trifluoromethyl)phenyl)-3H,6H-1,4,5a,8a-tetraazaacenaphthylene-3,5(4H)-dione), ICC (iodoethane). Solvent: C(Cl)(Cl)Cl (chloroform), CN(C=O)C (N,N-dimethylformamide). Conditions: time 2 hour. Yields the product C(C)N1C(C=2C=NN3C(=CCN(C1=O)C32)C3=CC(=CC=C3)C(F)(F)F)=O (4-Ethyl-8-(3-(trifluoromethyl)phenyl)-3H,6H-1,4,5a,8a-tetraazaacenaphthylene-3,5(4H)-dione). RXN SMILES: [F:1][C:2]([F:24])([F:23])[C:3]1[CH:4]=[C:5]([C:9]2[N:19]3[C:20]4[N:12]([C:13](=[O:22])[NH:14][C:15](=[O:21])[C:16]=4[CH:17]=[N:18]3)[CH2:11][CH:10]=2)[CH:6]=[CH:7][CH:8]=1.[H-].[Na+].I[CH2:28][CH3:29]>CN(C)C=O.C(Cl)(Cl)Cl>[CH2:28]([N:14]1[C:13](=[O:22])[N:12]2[C:20]3[N:19]([C:9]([C:5]4[CH:6]=[CH:7][CH:8]=[C:3]([C:2]([F:1])([F:23])[F:24])[CH:4]=4)=[CH:10][CH2:11]2)[N:18]=[CH:17][C:16]=3[C:15]1=[O:21])[CH3:29] |f:1.2|. Procedure details: To a stirred mixture of 5.0 g of 8-(3-(trifluoromethyl)phenyl)-3H,6H-1,4,5a,8a-tetraazaacenaphthylene-3,5(4H)-dione (prepared as described in Example 14) in 50 ml of dry N,N-dimethylformamide, under nitrogen, is added 800 mg of 60 percent sodium hydride (dispersion in mineral oil). The mixture is stirred at room temperature for 2 hours, then 10 ml of iodoethane is added and stirring is continued for 48 hours. The reaction mixture is evaporated to dryness, then treated with water, and the gummy s... Starting materials: NCCC1=C(C=CC=C1)C (1-Amino-2-(2-methylphenyl)ethane), C(C(C)(C)C)(=O)Cl (pivaloyl chloride). Product: C(C(C)(C)C)(=O)NCCC1=C(C=CC=C1)C (1-pivaloylamino-2-(2-methylphenyl)-ethane). Reaction SMILES: [NH2:1][CH2:2][CH2:3][C:4]1[CH:9]=[CH:8][CH:7]=[CH:6][C:5]=1[CH3:10].[C:11](Cl)(=[O:16])[C:12]([CH3:15])([CH3:14])[CH3:13]>>[C:11]([NH:1][CH2:2][CH2:3][C:4]1[CH:9]=[CH:8][CH:7]=[CH:6][C:5]=1[CH3:10])(=[O:16])[C:12]([CH3:15])([CH3:14])[CH3:13]. Procedure: 1-Amino-2-(2-methylphenyl)ethane and pivaloyl chloride were reacted in the same way as in step (a) of Example 1 to afford 1-pivaloylamino-2-(2-methylphenyl)-ethane. The product was successively reacted in the same way as in steps (b), (c), (d) and (e) of Example 1 to afford 1-tert-butylsioquinoline-5-acetonitrile. Reactants: NC=1C=C(C=CC1)C(N1CCN(CC1)C(=O)OC(C)(C)C)C1=CC=C(C=C1)C(=O)N(CC)CC (tert-Butyl 4-((3-aminophenyl){4-[(diethylamino)carbonyl]phenyl}methyl)piperazine-1-carboxylate), C1(CCCCC1)=O (cyclohexanone), C(C)(=O)O[BH-](OC(C)=O)OC(C)=O.[Na+] (sodium triacetoxy borohydride), C(C)(=O)O (acetic acid). The solvent is ClCCCl (1,2-dichloroethane). Reaction conditions: time 6 hour. The product is C1(CCCCC1)N(C=1C=C(C=CC1)[C@H](C1=CC=C(C(=O)N(CC)CC)C=C1)N1CCNCC1)C (4-[(S)-{3-[cyclohexyl(methyl)amino]phenyl}(piperazin-1-yl)methyl]-N,N-diethylbenzamide). As a reaction SMILES: [NH2:1][C:2]1[CH:3]=[C:4]([CH:8]([C:22]2[CH:27]=[CH:26][C:25]([C:28]([N:30]([CH2:33][CH3:34])[CH2:31][CH3:32])=[O:29])=[CH:24][CH:23]=2)[N:9]2[CH2:14][CH2:13][N:12](C(OC(C)(C)C)=O)[CH2:11][CH2:10]2)[CH:5]=[CH:6][CH:7]=1.[C:35]1(=O)[CH2:40][CH2:39][CH2:38][CH2:37][CH2:36]1.[C:42](O[BH-](OC(=O)C)OC(=O)C)(=O)C.[Na+].C(O)(=O)C>ClCCCl>[CH:35]1([N:1]([CH3:42])[C:2]2[CH:3]=[C:4]([C@@H:8]([N:9]3[CH2:10][CH2:11][NH:12][CH2:13][CH2:14]3)[C:22]3[CH:27]=[CH:26][C:25]([C:28]([N:30]([CH2:33][CH3:34])[CH2:31][CH3:32])=[O:29])=[CH:24][CH:23]=3)[CH:5]=[CH:6][CH:7]=2)[CH2:40][CH2:39][CH2:38][CH2:37][CH2:36]1 |f:2.3|. Procedure details: To a room temperature solution of INTERMEDIATE 5a (300 mg; 0.64 mmol) in 1,2-dichloroethane (15 mL) were added cyclohexanone (0.20 mL; 1.93 mmol), sodium triacetoxy borohydride (0.43 g; 2.05 mmol) and acetic acid (37 μL; 0.64 mmol). The reaction mixture was stirred for 6 hours then was washed with two portions of saturated sodium bicarbonate. The organic phase was dried over anhydrous sodium sulphate, filtered and concentrated under reduced pressure. Column chromatography eluting with 4% methano... The reactants are COC(=O)C1=CCCc2ccccc21, CC#N, CCOC(C)=O, O=[N+]([O-])CCc1cccc([N+](=O)[O-])c1, C1CCC2=NCCCN2CC1. Product: COC(=O)C1c2ccccc2CCC1C(Cc1cccc([N+](=O)[O-])c1)[N+](=O)[O-]. As a reaction SMILES: [C:1](=[O:2])([O:3][CH3:4])[C:5]1=[CH:6][CH2:7][CH2:8][c:9]2[cH:10][cH:11][cH:12][cH:13][c:14]21.[CH3:40][C:41]#[N:42].[CH3:43][CH2:44][O:45][C:46](=[O:47])[CH3:48].[N+:15](=[O:16])([O-:17])[c:18]1[cH:19][c:20]([CH2:24][CH2:25][N+:26](=[O:27])[O-:28])[cH:21][cH:22][cH:23]1.[N:29]12[CH2:30][CH2:31][CH2:32][N:33]=[C:34]1[CH2:35][CH2:36][CH2:37][CH2:38][CH2:39]2>>[C:1](=[O:2])([O:3][CH3:4])[CH:5]1[CH:6]([CH:25]([CH2:24][c:20]2[cH:19][c:18]([N+:15](=[O:16])[O-:17])[cH:23][cH:22][cH:21]2)[N+:26](=[O:27])[O-:28])[CH2:7][CH2:8][c:9]2[cH:10][cH:11][cH:12][cH:13][c:14]21. Starting materials: C(CCCC)C1=CC=C(CN)C=C1 (4-pentylbenzylamine), NC=1C=CC2=C(OC(OC2=O)(C)C)C1 (7-amino-2,2-dimethyl-4H-1,3-benzodioxin-4-one), ClCC1=CC=C(C(=O)Cl)C=C1 (4-(chloromethyl)benzoyl chloride), FC(C1=CC=C(C(=O)Cl)C=C1)(F)F (4-(trifluoromethyl)benzoyl chloride). Product: OC1=C(C(=O)O)C=CC(=C1)N(C(C1=CC=C(C=C1)C(F)(F)F)=O)CC1=CC=C(C=C1)C(=O)NCC1=CC=C(C=C1)CCCCC (2-hydroxy-4-{(4-{[(4-pentylbenzyl)amino]carbonyl}benzyl)[4-(trifluoromethyl)benzoyl]amino}benzoic acid). As a reaction SMILES: [CH2:1]([C:6]1[CH:13]=[CH:12][C:9]([CH2:10][NH2:11])=[CH:8][CH:7]=1)[CH2:2][CH2:3][CH2:4][CH3:5].Cl[CH2:15][C:16]1[CH:24]=[CH:23][C:19]([C:20](Cl)=[O:21])=[CH:18][CH:17]=1.[F:25][C:26]([F:37])([F:36])[C:27]1[CH:35]=[CH:34][C:30]([C:31](Cl)=[O:32])=[CH:29][CH:28]=1.[NH2:38][C:39]1[CH:40]=[CH:41][C:42]2[C:47](=[O:48])[O:46]C(C)(C)[O:44][C:43]=2[CH:51]=1>>[OH:44][C:43]1[CH:51]=[C:39]([N:38]([CH2:15][C:16]2[CH:24]=[CH:23][C:19]([C:20]([NH:11][CH2:10][C:9]3[CH:12]=[CH:13][C:6]([CH2:1][CH2:2][CH2:3][CH2:4][CH3:5])=[CH:7][CH:8]=3)=[O:21])=[CH:18][CH:17]=2)[C:31](=[O:32])[C:30]2[CH:34]=[CH:35][C:27]([C:26]([F:37])([F:36])[F:25])=[CH:28][CH:29]=2)[CH:40]=[CH:41][C:42]=1[C:47]([OH:48])=[O:46]. Reported procedure: The title compound was prepared following the procedure A using 4-pentylbenzylamine, 4-(chloromethyl)benzoyl chloride, 4-(trifluoromethyl)benzoyl chloride and 7-amino-2,2-dimethyl-4H-1,3-benzodioxin-4-one. M+(ESI): 619.3 Starting materials: C(CCC)[Li] (butyllithium), C(=O)=O (dry ice), C[Li] (methyllithium), BrC=1C=C2C[C@@H](CC2=CC1)NC(C1=CC=C(C=C1)OCC1CC1)=O (N-((R)-5-bromoindan-2-yl)-4-cyclopropylmethoxybenzamide). The solvent is C(C)(=O)O (acetic acid), O (water), CN(C)C=O (DMF), C1CCOC1 (THF). Product: C1(CC1)COC1=CC=C(C(=O)N[C@@H]2CC3=CC=C(C=C3C2)C=O)C=C1 (4-Cyclopropylmethoxy-N-((R)-5-formylindan-2-yl)benzamide). As a reaction SMILES: Br[C:2]1[CH:3]=[C:4]2[C:8](=[CH:9][CH:10]=1)[CH2:7][C@@H:6]([NH:11][C:12](=[O:24])[C:13]1[CH:18]=[CH:17][C:16]([O:19][CH2:20][CH:21]3[CH2:23][CH2:22]3)=[CH:15][CH:14]=1)[CH2:5]2.[C:25](=O)=[O:26].C[Li].C([Li])CCC>O.C(O)(=O)C.CN(C=O)C.C1COCC1>[CH:21]1([CH2:20][O:19][C:16]2[CH:17]=[CH:18][C:13]([C:12]([NH:11][C@H:6]3[CH2:5][C:4]4[C:8](=[CH:9][CH:10]=[C:2]([CH:25]=[O:26])[CH:3]=4)[CH2:7]3)=[O:24])=[CH:14][CH:15]=2)[CH2:23][CH2:22]1. Procedure details: A mixture of N-((R)-5-bromoindan-2-yl)-4-cyclopropylmethoxybenzamide (6.70 g) and THF (67 ml) was cooled to −78° C. (dry ice bath), and a solution of methyllithium (7.5 ml; 3 M) was added dropwise. One minute after the addition had ended, a solution of butyllithium (10 ml; 2.5 M in toluene) was added dropwise. One minute after the addition had ended, DMF (3.8 g) and, after a further 30 seconds, acetic acid (1.5 ml) were added. After warming to room temperature, the reaction mixture was diluted w...